This data is from the Open Reaction Database (ORD), a public repository of structured organic reaction records. The task is: describe an organic reaction: reactants, conditions, products, and yield Product: O1CCC(CC1)C1=NOC(=C1)NC(N)=O (3-(3-(tetrahydro-2H-pyran-4-yl)isoxazol-5-yl)urea). The yield is 51.1%. The reactants are COC=1C=C2C(=NC=NC2=CC1OCCOC)OC=1C=C(N)C=CC1 (3-(6-methoxy-7-(2-methoxyethoxy)quinazolin-4-yloxy)aniline), O1CCC(CC1)C1=NOC(=C1)NC(OC1=CC=CC=C1)=O (phenyl 3-(tetrahydro-2H-pyran-4-yl)isoxazol-5-ylcarbamate), COC=1C=C2C(=NC=NC2=CC1OC)OC=1C=C(C=CC1)NC(=O)NC1=CC(=NO1)C(C)C (1-(3-(6,7-dimethoxyquinazolin-4-yloxy)phenyl)-3-(3-isopropylisoxazol-5-yl)urea). Reaction SMILES: COC1C=C2C(=CC=1OCCOC)N=C[N:7]=C2OC1C=C(C=CC=1)N.[O:26]1[CH2:31][CH2:30][CH:29]([C:32]2[CH:36]=[C:35]([NH:37][C:38](=[O:46])OC3C=CC=CC=3)[O:34][N:33]=2)[CH2:28][CH2:27]1.COC1C=C2C(=CC=1OC)N=CN=C2OC1C=C(NC(NC2ON=C(C(C)C)C=2)=O)C=CC=1>>[O:26]1[CH2:31][CH2:30][CH:29]([C:32]2[CH:36]=[C:35]([NH:37][C:38](=[O:46])[NH2:7])[O:34][N:33]=2)[CH2:28][CH2:27]1. Procedure details: Prepared from 3-(6-methoxy-7-(2-methoxyethoxy)quinazolin-4-yloxy)aniline from Example 117B (60 mg, 0.176 mmol) and phenyl 3-(tetrahydro-2H-pyran-4-yl)isoxazol-5-ylcarbamate from Example 123A (56 mg, 0.194 mmol) according to the method described for 1-(3-(6,7-dimethoxyquinazolin-4-yloxy)phenyl)-3-(3-isopropylisoxazol-5-yl)urea in Example 122B to afford 14346-methoxy-7-(2-methoxyethoxy)quinazolin-4-yloxy)phenyl)-3-(3-(tetrahydro-2H-pyran-4-yl)isoxazol-5-yl)urea as a colorless solid (19 mg, 20%). 1... The product is C(C)(=O)OCCN(C)C(=O)C1(C(=CCC2=CC=CC=C12)OC)CCC(C)C (2-[{[2-methoxy-1-(3-methylbutyl)-1,4-dihydronaphthalen-1-yl]carbonyl}(methyl)amino]ethyl Acetate). Starting materials: OCCN(C(=O)C1(C(=CCC2=CC=CC=C12)OC)CCC(C)C)C (N-(2-hydroxyethyl)-2-methoxy-N-methyl-1-(3-methylbutyl)-1,4-dihydronaphthalene-1-carboxamide), COC=1[C@@](C2=CC=CC=C2CC1)(CCC(C)C)C(=O)N1[C@H](CCC1)CO (((2R)-1-{[(1S)-2-methoxy-1-(3-methylbutyl)-1,4-dihydronaphthalen-1-yl]carbonyl}pyrrolidin-2-yl)methanol). Reported procedure: The title compound was prepared using the procedure described for Example 171C, substituting the product from Example 176B for the product from Example 171B. The title compound was purified by column chromatography on silica gel using a solvent gradient of 35-65% ethyl acetate in hexane, and was obtained as a colorless solid. Reaction SMILES: [OH:1][CH2:2][CH2:3][N:4]([CH3:24])[C:5]([C:7]1([CH2:19][CH2:20][CH:21]([CH3:23])[CH3:22])[C:16]2[C:11](=[CH:12][CH:13]=[CH:14][CH:15]=2)[CH2:10][CH:9]=[C:8]1[O:17][CH3:18])=[O:6].C[O:26][C:27]1[C@](C(N2CCC[C@@H]2CO)=O)(CCC(C)C)C2C(C[CH:36]=1)=CC=CC=2>>[C:27]([O:1][CH2:2][CH2:3][N:4]([C:5]([C:7]1([CH2:19][CH2:20][CH:21]([CH3:22])[CH3:23])[C:16]2[C:11](=[CH:12][CH:13]=[CH:14][CH:15]=2)[CH2:10][CH:9]=[C:8]1[O:17][CH3:18])=[O:6])[CH3:24])(=[O:26])[CH3:36]. The reactants are C(C)OC(C1=CC=C(C=O)C=C1)OCC (4-Diethoxymethyl-benzaldehyde), COC=1C=C(CC#N)C=CC1OC (3,4-dimethoxybenzyl cyanide). Yields the product C(C)OC(C1=CC=C(C=C1)\C=C(/C#N)\C1=CC(=C(C=C1)OC)OC)OCC ((Z)-3-(4-diethoxymethyl-phenyl)-2-(3,4-dimethoxy-phenyl)-acrylonitrile). Yield: 89.1%. RXN SMILES: [CH2:1]([O:3][CH:4]([O:13][CH2:14][CH3:15])[C:5]1[CH:12]=[CH:11][C:8]([CH:9]=O)=[CH:7][CH:6]=1)[CH3:2].[CH3:16][O:17][C:18]1[CH:19]=[C:20]([CH:24]=[CH:25][C:26]=1[O:27][CH3:28])[CH2:21][C:22]#[N:23]>>[CH2:1]([O:3][CH:4]([O:13][CH2:14][CH3:15])[C:5]1[CH:12]=[CH:11][C:8](/[CH:9]=[C:21](/[C:20]2[CH:24]=[CH:25][C:26]([O:27][CH3:28])=[C:18]([O:17][CH3:16])[CH:19]=2)\[C:22]#[N:23])=[CH:7][CH:6]=1)[CH3:2]. Procedure: 4-Diethoxymethyl-benzaldehyde (4.16 g) and 3,4-dimethoxybenzyl cyanide (3.54 g) were subjected to condensation in accordance with process A of (production process 2), to thereby produce (Z)-3-(4-diethoxymethyl-phenyl)-2-(3,4-dimethoxy-phenyl)-acrylonitrile (6.54 g, yield: 89%). The thus-produced (Z)-3-(4-diethoxymethyl-phenyl)-2-(3,4-dimethoxy-phenyl)-acrylonitrile (1.84 g) was dissolved in methanol, and water and 2N sulfuric acid were added to the resultant solution, followed by stirring, to th... The reactants are [Li]N([Si](C)(C)C)[Si](C)(C)C (LiN(SiMe3)2), C12C(CC(CC1)C2)NC=2SC(C(N2)=O)C (2-(bicyclo[2.2. 1]heptan-2-ylamino)-5-methylthiazol-4(5H)-one), BrC1=NC=CC=C1 (bromopyridine), CC1(C(N=C(S1)N[C@@H](C)C1=C(C=CC=C1)C(F)(F)F)=O)C1=CC=C(C#N)C=C1 (4-(5-methyl-4-oxo-2-((S)-1-(2-(trifluoromethyl)phenyl)ethylamino)-4,5-dihydrothiazol-5-yl)benzonitrile). The product is C12C(CC(CC1)C2)NC=2SC(C(N2)=O)(C2=CC=NC=C2)C (2-(bicyclo[2.2 .1]heptan-2-ylamino)-5-methyl-5-(pyridin-4-yl)thiazol-4(5H)-one). Reaction SMILES: [CH:1]12[CH2:7][CH:4]([CH2:5][CH2:6]1)[CH2:3][CH:2]2[NH:8][C:9]1[S:10][CH:11]([CH3:15])[C:12](=[O:14])[N:13]=1.Br[C:17]1[CH:22]=[CH:21][CH:20]=[CH:19][N:18]=1.CC1(C2C=CC(C#N)=CC=2)SC(N[C@H](C2C=CC=CC=2C(F)(F)F)C)=NC1=O.[Li]N([Si](C)(C)C)[Si](C)(C)C>>[CH:1]12[CH2:7][CH:4]([CH2:5][CH2:6]1)[CH2:3][CH:2]2[NH:8][C:9]1[S:10][C:11]([CH3:15])([C:21]2[CH:20]=[CH:19][N:18]=[CH:17][CH:22]=2)[C:12](=[O:14])[N:13]=1. Procedure details: The title compound was prepared from the reaction of 2-(bicyclo[2.2. 1]heptan-2-ylamino)-5-methylthiazol-4(5H)-one with bromopyridine using the procedure described for 2a. 4.0 equivalent of LiN(SiMe3)2 was used. MS (ESI, pos. ion) m/z: 302 (M+1). % de (chiral LC): 20%